The task is: describe an organic reaction: reactants, conditions, products, and yield. This data is from the Open Reaction Database (ORD), a public repository of structured organic reaction records. Reactants: C(C1=CC=CC=C1)C=1C=CC2=C(N=C(S2)C2=C(C=C(C=O)C=C2)F)C1 (4-(5-benzylbenzo[d]thiazol-2-yl)-3-fluorobenzaldehyde), OC1(CNC1)C(=O)OC (methyl 3-hydroxyazetidine-3-carboxylate). Yields the product C(C1=CC=CC=C1)C=1C=CC2=C(N=C(S2)C2=C(C=C(C=C2)CN2CC(C2)(C(=O)OC)O)F)C1 (methyl 1-((4-(5-benzylbenzo[d]thiazol-2-yl)-3-fluorophenyl)methyl)-3-hydroxyazetidine-3-carboxylate). RXN SMILES: [CH2:1]([C:8]1[CH:9]=[CH:10][C:11]2[S:15][C:14]([C:16]3[CH:23]=[CH:22][C:19]([CH:20]=O)=[CH:18][C:17]=3[F:24])=[N:13][C:12]=2[CH:25]=1)[C:2]1[CH:7]=[CH:6][CH:5]=[CH:4][CH:3]=1.[OH:26][C:27]1([C:31]([O:33][CH3:34])=[O:32])[CH2:30][NH:29][CH2:28]1>>[CH2:1]([C:8]1[CH:9]=[CH:10][C:11]2[S:15][C:14]([C:16]3[CH:23]=[CH:22][C:19]([CH2:20][N:29]4[CH2:30][C:27]([OH:26])([C:31]([O:33][CH3:34])=[O:32])[CH2:28]4)=[CH:18][C:17]=3[F:24])=[N:13][C:12]=2[CH:25]=1)[C:2]1[CH:3]=[CH:4][CH:5]=[CH:6][CH:7]=1. Procedure: Synthesized according to Scheme B1 and general procedure I from 4-(5-benzylbenzo[d]thiazol-2-yl)-3-fluorobenzaldehyde (0.057 g, 0.16 mmol) and methyl 3-hydroxyazetidine-3-carboxylate (0.031 g, 0.16 mmol) to give methyl 1-((4-(5-benzylbenzo[d]thiazol-2-yl)-3-fluorophenyl)methyl)-3-hydroxyazetidine-3-carboxylate. 1H NMR (300 MHz, CDCl3) δ ppm 8.37 (t, J=7.7 Hz, 1H), 7.93 (s, 1H), 7.84 (d, J=8.2 Hz, 1H), 7.21-7.35 (m, 8H), 4.15 (s, 2H), 3.93-4.07 (m, 7H), 3.52-3.67 (m, 2H). MS (ESI) m/z: Calculated...